This data is from the Open Reaction Database (ORD), a public repository of structured organic reaction records. The task is: describe an organic reaction: reactants, conditions, products, and yield As a reaction SMILES: [CH3:1][c:2]1[c:3]([CH2:9][N:10]([CH2:11][CH2:12][CH2:13][CH2:14][NH2:15])[CH2:16][c:17]2[n:18][cH:19][cH:20][cH:21][c:22]2[CH:23]([CH3:24])[CH3:25])[n:4][cH:5][c:6]([CH3:8])[cH:7]1.[CH3:26][Si:27]([CH3:28])([CH3:29])[N:30]=[C:31]=[O:32].[CH3:33][CH:34]([OH:35])[CH3:36]>>[CH3:1][c:2]1[c:3]([CH2:9][N:10]([CH2:11][CH2:12][CH2:13][CH2:14][NH:15][C:31]([NH2:30])=[O:32])[CH2:16][c:17]2[n:18][cH:19][cH:20][cH:21][c:22]2[CH:23]([CH3:24])[CH3:25])[n:4][cH:5][c:6]([CH3:8])[cH:7]1. The reactants are Cc1cnc(CN(CCCCN)Cc2ncccc2C(C)C)c(C)c1, C[Si](C)(C)N=C=O, CC(C)O. The product is Cc1cnc(CN(CCCCNC(N)=O)Cc2ncccc2C(C)C)c(C)c1. The reactants are FC1=C(C=C(C=C1)C1=CC=C(C=C1)C(CC(=O)C1=CC(=NC=C1)C)C1=C(C=CC=C1)C)C(=O)O (4-fluoro-4′-[3-(2-methyl-pyridin-4-yl)-3-oxo-1-o-tolyl-propyl]-biphenyl-3-carboxylic acid), Cl.NO (hydroxylamine hydrochloride), C(=O)(O)[O-].[Na+] (NaHCO3), COC(=O)C=1C=C(C=CC1F)C1=CC=C(C=C1)C(CC(=O)C1=CC(=NC=C1)C)C1=C(C=CC=C1)C (4-fluoro-4′-[3-(2-methyl-pyridin-4-yl)-3-oxo-1-o-tolyl-propyl]-biphenyl-3-carboxylic acid methyl ester), FC1=C(C=C(C=C1)C1=CC=C(C=C1)C(CC(=O)C1=CC(=NC=C1)C)C1=C(C=CC=C1)C)C(=O)O (4-fluoro-4′-[3-(2-methyl-pyridin-4-yl)-3-oxo-1-o-tolyl-propyl]-biphenyl-3-carboxylic acid). The product is FC1=C(C=C(C=C1)C1=CC=C(C=C1)C(CC(C1=CC(=NC=C1)C)=NO)C1=C(C=CC=C1)C)C(=O)O (4-Fluoro-4′-[3-[hydroxyimino]-3-(2-methyl-pyridin-4-yl)-1-o-tolyl-propyl]-biphenyl-3-carboxylic acid). Reaction SMILES: COC(C1C=C(C2C=CC(C(C3C=CC=CC=3C)CC(C3C=CN=C(C)C=3)=O)=CC=2)C=CC=1F)=O.[F:36][C:37]1[CH:42]=[CH:41][C:40]([C:43]2[CH:48]=[CH:47][C:46]([CH:49]([C:60]3[CH:65]=[CH:64][CH:63]=[CH:62][C:61]=3[CH3:66])[CH2:50][C:51]([C:53]3[CH:58]=[CH:57][N:56]=[C:55]([CH3:59])[CH:54]=3)=O)=[CH:45][CH:44]=2)=[CH:39][C:38]=1[C:67]([OH:69])=[O:68].Cl.[NH2:71][OH:72].C([O-])(O)=O.[Na+]>>[F:36][C:37]1[CH:42]=[CH:41][C:40]([C:43]2[CH:44]=[CH:45][C:46]([CH:49]([C:60]3[CH:65]=[CH:64][CH:63]=[CH:62][C:61]=3[CH3:66])[CH2:50][C:51](=[N:71][OH:72])[C:53]3[CH:58]=[CH:57][N:56]=[C:55]([CH3:59])[CH:54]=3)=[CH:47][CH:48]=2)=[CH:39][C:38]=1[C:67]([OH:69])=[O:68] |f:2.3,4.5|. Reported procedure: In analogy to example 75, from 4-fluoro-4′-[3-(2-methyl-pyridin-4-yl)-3-oxo-1-o-tolyl-propyl]-biphenyl-3-carboxylic acid methyl ester was prepared 4-fluoro-4′-[3-(2-methyl-pyridin-4-yl)-3-oxo-1-o-tolyl-propyl]-biphenyl-3-carboxylic acid, which was directly subjected to the next step. In analogy to example 74, step 7, from 4-fluoro-4′-[3-(2-methyl-pyridin-4-yl)-3-oxo-1-o-tolyl-propyl]-biphenyl-3-carboxylic acid and hydroxylamine hydrochloride in the presence of NaHCO3 was prepared the title compo... Reactants: C(=O)(OCC)C=C1C(N(C(S1)=O)CCCCSC1=CC=CC=2N1C=CN2)=O (5-carboethoxymethylene-3-[4-(imidazo[1,2-a]pyridin-5-ylthio)butyl]thiazolidine-2,4-dione), Cl (hydrochloric acid). Solvent: CO (methanol). The product is Cl.C(=O)(OCC)C=C1C(N(C(S1)=O)CCCCSC1=CC=CC=2N1C=CN2)=O (5-carboethoxymethylene-3-[4-(imidazo[1,2-a]pyridin-5-ylthio)butyl]thiazolidine-2,4-dione hydrochloride). Reaction SMILES: [C:1]([CH:6]=[C:7]1[S:11][C:10](=[O:12])[N:9]([CH2:13][CH2:14][CH2:15][CH2:16][S:17][C:18]2[N:23]3[CH:24]=[CH:25][N:26]=[C:22]3[CH:21]=[CH:20][CH:19]=2)[C:8]1=[O:27])([O:3][CH2:4][CH3:5])=[O:2].[ClH:28]>CO>[ClH:28].[C:1]([CH:6]=[C:7]1[S:11][C:10](=[O:12])[N:9]([CH2:13][CH2:14][CH2:15][CH2:16][S:17][C:18]2[N:23]3[CH:24]=[CH:25][N:26]=[C:22]3[CH:21]=[CH:20][CH:19]=2)[C:8]1=[O:27])([O:3][CH2:4][CH3:5])=[O:2] |f:3.4|. Procedure details: To a solution of 0.70 g (1.73 mmol) of 5-carboethoxymethylene-3-[4-(imidazo[1,2-a]pyridin-5-ylthio)butyl]thiazolidine-2,4-dione in 20 ml of methanol, 0.20 ml of concentrated hydrochloric acid was added, followed by stirring, after which the solvent was distilled off. The residue was washed with diethyl ether to yield 0.74 g (96.8%, white solid) of the desired product. Reactants: CI, COc1cc(CN(C)C)cc(OC)c1O, C1COCCO1. The product is COc1cc(C[N+](C)(C)C)cc(OC)c1O, [I-]. Reaction SMILES: [CH3:16][I:17].[CH3:1][N:2]([CH2:3][c:4]1[cH:5][c:6]([O:13][CH3:14])[c:7]([OH:12])[c:8]([O:10][CH3:11])[cH:9]1)[CH3:15].[O:18]1[CH2:19][CH2:20][O:21][CH2:22][CH2:23]1>>[CH3:1][N+:2]([CH2:3][c:4]1[cH:5][c:6]([O:13][CH3:14])[c:7]([OH:12])[c:8]([O:10][CH3:11])[cH:9]1)([CH3:15])[CH3:16].[I-:17]. The reactants are ClC=1C=C2CN(C(C2=C(C1)Cl)=O)CC1=CC=C(C=C1)Br (5,7-dichloro-2-(4-bromo-benzyl)-2,3-dihydro-isoindol-1-one), C([O-])([O-])=O.[Cs+].[Cs+] (cesium carbonate), FC(CO)(F)F (2,2,2-trifluoro ethanol). Reagents/catalysts: C(C)(=O)[O-].[Pd+2].C(C)(=O)[O-] (palladium(II) acetate), C(C)(C)(C)P(C1=C(C2=CC=CC=C2C=C1)C1=CC=CC2=CC=CC=C12)C(C)(C)C (rac-2-(di-t-butylphosphino)-1,1′-binaphthyl). The solvent is C1(=CC=CC=C1)C (toluene). Reaction conditions: temperature 110 celsius, time 12 hour. Yields the product FC(COC=1C=C2CN(C(C2=C(C1)Cl)=O)CC1=CC=C(C=C1)Br)(F)F (5-(2,2,2-trifluoro-ethoxy)-7-chloro-2-(4-bromo-benzyl)-2,3-dihydro-isoindol-1-one). The yield is 63.3%. Reaction SMILES: Cl[C:2]1[CH:3]=[C:4]2[C:8](=[C:9]([Cl:11])[CH:10]=1)[C:7](=[O:12])[N:6]([CH2:13][C:14]1[CH:19]=[CH:18][C:17]([Br:20])=[CH:16][CH:15]=1)[CH2:5]2.C(=O)([O-])[O-].[Cs+].[Cs+].[F:27][C:28]([F:32])([F:31])[CH2:29][OH:30]>C1(C)C=CC=CC=1.C([O-])(=O)C.[Pd+2].C([O-])(=O)C.C(P(C(C)(C)C)C1C=CC2C(=CC=CC=2)C=1C1C2C(=CC=CC=2)C=CC=1)(C)(C)C>[F:27][C:28]([F:32])([F:31])[CH2:29][O:30][C:2]1[CH:3]=[C:4]2[C:8](=[C:9]([Cl:11])[CH:10]=1)[C:7](=[O:12])[N:6]([CH2:13][C:14]1[CH:19]=[CH:18][C:17]([Br:20])=[CH:16][CH:15]=1)[CH2:5]2 |f:1.2.3,6.7.8|. Procedure details: A mixture of 5,7-dichloro-2-(4-bromo-benzyl)-2,3-dihydro-isoindol-1-one (0.148 g, 0.4 mmol), palladium(II) acetate (0.004 g, 0.02 mmol), rac-2-(di-t-butylphosphino)-1,1′-binaphthyl (0.009 g, 0.025 mmol), and cesium carbonate (0.228 g, 0.7 mmol) in toluene (5 mL) was treated with 2,2,2-trifluoro ethanol (0.082 μL, 0.8 mmol) and stirred at 110° C. for 12 h. After this time the solvent was evaporated and silica gel column chromatography using, typically 30% ethyl acetate in hexane, afforded the des... Starting materials: Cc1cc(Br)ccc1C(O[SiH](c1ccccc1)c1ccccc1)C(C)(C)C, CN(C)C=O, CCCCCC, [Cl-], [Li]CCCC, [NH4+], C1CCOC1. The product is Cc1cc(C=O)ccc1C(O[SiH](c1ccccc1)c1ccccc1)C(C)(C)C. Reaction SMILES: [Br:1][c:2]1[cH:3][c:4]([CH3:27])[c:5]([CH:8]([O:9][SiH:10]([c:11]2[cH:12][cH:13][cH:14][cH:15][cH:16]2)[c:17]2[cH:18][cH:19][cH:20][cH:21][cH:22]2)[C:23]([CH3:24])([CH3:25])[CH3:26])[cH:6][cH:7]1.[CH3:33][N:34]([CH:35]=[O:36])[CH3:37].[CH3:45][CH2:46][CH2:47][CH2:48][CH2:49][CH3:50].[Cl-:38].[Li:28][CH2:29][CH2:30][CH2:31][CH3:32].[NH4+:39].[O:40]1[CH2:41][CH2:42][CH2:43][CH2:44]1>>[c:2]1([CH:35]=[O:36])[cH:3][c:4]([CH3:27])[c:5]([CH:8]([O:9][SiH:10]([c:11]2[cH:12][cH:13][cH:14][cH:15][cH:16]2)[c:17]2[cH:18][cH:19][cH:20][cH:21][cH:22]2)[C:23]([CH3:24])([CH3:25])[CH3:26])[cH:6][cH:7]1. The reactants are FC(F)(F)c1ccc(Nc2nccc3c2CCN(Cc2ccccc2)C3)cc1, CO, [OH-], [OH-], [Pd+2]. Yields the product FC(F)(F)c1ccc(Nc2nccc3c2CCNC3)cc1. RXN SMILES: [CH2:1]([c:2]1[cH:3][cH:4][cH:5][cH:6][cH:7]1)[N:8]1[CH2:9][c:10]2[cH:11][cH:12][n:13][c:14]([NH:18][c:19]3[cH:20][cH:21][c:22]([C:25]([F:26])([F:27])[F:28])[cH:23][cH:24]3)[c:15]2[CH2:16][CH2:17]1.[CH3:29][OH:30].[OH-:31].[OH-:33].[Pd+2:32]>>[NH:8]1[CH2:9][c:10]2[cH:11][cH:12][n:13][c:14]([NH:18][c:19]3[cH:20][cH:21][c:22]([C:25]([F:26])([F:27])[F:28])[cH:23][cH:24]3)[c:15]2[CH2:16][CH2:17]1.